This data is from the Open Reaction Database (ORD), a public repository of structured organic reaction records. The task is: describe an organic reaction: reactants, conditions, products, and yield The reactants are ClC1=NC(=CC=C1C#N)CCl (2-chloro-6-chloromethyl-3-cyanopyridine), [N-]=[N+]=[N-].[Na+] (sodium azide). Run in CN(C)C=O (DMF). Reaction conditions: temperature 50 celsius, time 30 minute. Product: N(=[N+]=[N-])CC1=CC=C(C(=N1)Cl)C#N (6-Azidomethyl-2-chloro-3-cyanopyridine). As a reaction SMILES: [Cl:1][C:2]1[C:7]([C:8]#[N:9])=[CH:6][CH:5]=[C:4]([CH2:10]Cl)[N:3]=1.[N-:12]=[N+:13]=[N-:14].[Na+]>CN(C=O)C>[N:12]([CH2:10][C:4]1[N:3]=[C:2]([Cl:1])[C:7]([C:8]#[N:9])=[CH:6][CH:5]=1)=[N+:13]=[N-:14] |f:1.2|. Procedure details: A mixture of 2-chloro-6-chloromethyl-3-cyanopyridine (600 mg, 3.21 mmol) and sodium azide (229 mg, 3.53 mmol) in DMF (12 mL) were stirred at 50° C. for 30 min. The mixture was cooled and partitioned between ethyl acetate and water. The organic layer was washed with water (2 times) and brine, dried (Na2SO4) and evaporated in vacuo. The residue was purified by chromatography on silica (chloroform) to give the title compound as an oil: Product: Nc1cccc(C=c2c3ccccc3c3[nH]c(=O)c4nccn4c23)c1. The reactants are CCO, O=c1[nH]c2c3ccccc3c(=Cc3cccc([N+](=O)[O-])c3)c2n2ccnc12, [Na+], [Na+], O=C([O-])[O-], O, O, Cl[Sn](Cl)(Cl)Cl. As a reaction SMILES: [CH3:41][CH2:42][OH:43].[N+:1]([O-:2])(=[O:3])[c:4]1[cH:5][c:6]([CH:7]=[c:8]2[c:9]3[cH:10][cH:11][cH:12][cH:13][c:14]3[c:15]3[nH:16][c:17](=[O:24])[c:18]4[n:19]([c:20]23)[cH:21][cH:22][n:23]4)[cH:25][cH:26][cH:27]1.[Na+:35].[Na+:36].[O-:37][C:38](=[O:39])[O-:40].[OH2:28].[OH2:29].[Sn:30]([Cl:31])([Cl:32])([Cl:33])[Cl:34]>>[NH2:1][c:4]1[cH:5][c:6]([CH:7]=[c:8]2[c:9]3[cH:10][cH:11][cH:12][cH:13][c:14]3[c:15]3[nH:16][c:17](=[O:24])[c:18]4[n:19]([c:20]23)[cH:21][cH:22][n:23]4)[cH:25][cH:26][cH:27]1. Reactants: BrC=1C(=CC(=C(C=O)C1)[N+](=O)[O-])F (5-bromo-4-fluoro-2-nitrobenzaldehyde). Reagents/catalysts: [Pt] (Pt/C). The solvent is C(Cl)Cl (DCM), C1CCOC1 (THF). Run at time 24 hour. Product: NC1=C(C=O)C=C(C(=C1)F)Br (2-amino-5-bromo-4-fluorobenzaldehyde). Reaction SMILES: [Br:1][C:2]1[C:3]([F:13])=[CH:4][C:5]([N+:10]([O-])=O)=[C:6]([CH:9]=1)[CH:7]=[O:8]>C(Cl)Cl.C1COCC1.[Pt]>[NH2:10][C:5]1[CH:4]=[C:3]([F:13])[C:2]([Br:1])=[CH:9][C:6]=1[CH:7]=[O:8]. Procedure details: To a suspension of Pt/C (10%, 1.5 g, 0.77 mmol) in DCM (200 mL) and THF (50 mL) was added 5-bromo-4-fluoro-2-nitrobenzaldehyde (9.0 g, 36.3 mmol). The mixture was purged with H2 gas, and was stirred under an atmosphere of H2 gas at ambient temperature for 24 h. The reaction mixture was filtered through celite rinsing with DCM. The filtrate was concentrated and the residue was purified by column chromatography on silica gel (600 mL) eluting with 15% EtOAc/hexane to afford 2-amino-5-bromo-4-fluoro... Reactants: O=C(CCl)NC12CCCC(C1)C1CCC2C1, C1CCNCC1, CCO, [I-], [K+], [Na+], O=C([O-])O. Yields the product O=C(CN1CCCCC1)NC12CCCC(C1)C1CCC2C1, Cl. As a reaction SMILES: [C:1]12([NH:12][C:13]([CH2:14][Cl:15])=[O:16])[CH:2]3[CH2:3][CH2:4][CH:5]([CH:6]([CH2:7][CH2:8][CH2:9]1)[CH2:10]2)[CH2:11]3.[CH2:17]1[CH2:18][CH2:19][NH:20][CH2:21][CH2:22]1.[CH3:30][CH2:31][OH:32].[I-:29].[K+:28].[Na+:23].[OH:24][C:25](=[O:26])[O-:27]>>[C:1]12([NH:12][C:13]([CH2:14][N:20]3[CH2:19][CH2:18][CH2:17][CH2:22][CH2:21]3)=[O:16])[CH:2]3[CH2:3][CH2:4][CH:5]([CH:6]([CH2:7][CH2:8][CH2:9]1)[CH2:10]2)[CH2:11]3.[ClH:15]. Reactants: CON=C[C@H]1C[C@@H](O[C@@H]1CON1C(C=2C(C1=O)=CC=CC2)=O)N2C(=O)NC(=O)C(C)=C2 (3'-Deoxy-3'-C-[(methoxyimino)methyl]-5'-O-phthalimidothymidine), CC=O (CH3CHO). The solvent is CO (MeOH). Yields the product C(=O)[C@H]1C[C@@H](O[C@@H]1CON1C(C=2C(C1=O)=CC=CC2)=O)N2C(=O)NC(=O)C(C)=C2 (3'-Deoxy-3'-C-formyl-5'-O-phthalimidothymidine). RXN SMILES: CON=[CH:4][C@@H:5]1[C@@H:9]([CH2:10][O:11][N:12]2[C:16](=[O:17])[C:15]3=[CH:18][CH:19]=[CH:20][CH:21]=[C:14]3[C:13]2=[O:22])[O:8][C@@H:7]([N:23]2[CH:31]=[C:29]([CH3:30])[C:27](=[O:28])[NH:26][C:24]2=[O:25])[CH2:6]1.CC=[O:34]>CO>[CH:4]([C@@H:5]1[C@@H:9]([CH2:10][O:11][N:12]2[C:16](=[O:17])[C:15]3=[CH:18][CH:19]=[CH:20][CH:21]=[C:14]3[C:13]2=[O:22])[O:8][C@@H:7]([N:23]2[CH:31]=[C:29]([CH3:30])[C:27](=[O:28])[NH:26][C:24]2=[O:25])[CH2:6]1)=[O:34]. Reported procedure: 3'-Deoxy-3'-C-[(methoxyimino)methyl]-5'-O-phthalimidothymidine upon treated with CH3CHO in MeOH regenerated the 3'-C-formyl group. The product on purification by silica gel column chromatography furnished the title compound as homogeneous material in 81% overall yield for 3 steps, 1H NMR (CDCl3) δ9.95 (s, 1, CH=O); 8.62 (br s, 1, NH); 7.71-7.90 (m, 5, aromatic H, H-6); 6.06 (t, 1, H-1' J1'2' =6.61 Hz, J1'2' =6.6 Hz); 4.36-4.73 (m, 3, H-4', H-5',5"); 3.78 (m, 1, H-3'); 2.20-2.90 (m, 2, H-2",2"); ... The reactants are BrCC=1SC2=C(N1)C=C(C=C2)F (2-(bromomethyl)-5-fluoro-1,3-benzothiazole), C([O-])([O-])=O.[K+].[K+] (potassium carbonate), N1CCNCC1 (piperazine). The solvent is C(C)#N (acetonitrile). Product: FC=1C=CC2=C(N=C(S2)CN2CCNCC2)C1 (5-fluoro-2-(piperazin-1-ylmethyl)-1,3-benzothiazole), crude solid. Reaction SMILES: Br[CH2:2][C:3]1[S:4][C:5]2[CH:11]=[CH:10][C:9]([F:12])=[CH:8][C:6]=2[N:7]=1.C(=O)([O-])[O-].[K+].[K+].[NH:19]1[CH2:24][CH2:23][NH:22][CH2:21][CH2:20]1>C(#N)C>[F:12][C:9]1[CH:10]=[CH:11][C:5]2[S:4][C:3]([CH2:2][N:19]3[CH2:24][CH2:23][NH:22][CH2:21][CH2:20]3)=[N:7][C:6]=2[CH:8]=1 |f:1.2.3|. Procedure: A mixture of 2-(bromomethyl)-5-fluoro-1,3-benzothiazole (150 mg, 0.61 mmol), potassium carbonate (253 mg, 1.83 mmol) and piperazine (263 mg, 3.05 mmol) in acetonitrile (30 ml) was heated at reflux for 4.5 hours with stirring and was then concentrated under vacuum. The residue was dissolved in dichloromethane (100 ml), washed with brine (3×50 mL), dried over anhydrous sodium sulfate, filtered and concentrated under vacuum to afford 5-fluoro-2-(piperazin-1-ylmethyl)-1,3-benzothiazole as a yellow c...